This data is from the Open Reaction Database (ORD), a public repository of structured organic reaction records. The task is: describe an organic reaction: reactants, conditions, products, and yield Reactants: C(#C)C1=C(C=CC=C1)C (2-Ethynyl toluene), C(CCC)[Sn](N(C)C)(CCCC)CCCC (1,1,1-tributyl-N,N-dimethylstannanamine), C(C1=CC=CC=C1)N=[N+]=[N-] (Benzyl azide). Reaction conditions: temperature 70 celsius, time 3 hour. Yields the product C(C1=CC=CC=C1)N1N=NC(=C1C1=C(C=CC=C1)C)[Sn](CCCC)(CCCC)CCCC (1-Benzyl-5-o-tolyl-4-(tributylstannyl)-1H-1,2,3-triazole). As a reaction SMILES: [C:1]([C:3]1[CH:8]=[CH:7][CH:6]=[CH:5][C:4]=1[CH3:9])#[CH:2].[CH2:10]([Sn:14]([CH2:22][CH2:23][CH2:24][CH3:25])([CH2:18][CH2:19][CH2:20][CH3:21])N(C)C)[CH2:11][CH2:12][CH3:13].[CH2:26]([N:33]=[N+:34]=[N-:35])[C:27]1[CH:32]=[CH:31][CH:30]=[CH:29][CH:28]=1>>[CH2:26]([N:33]1[C:1]([C:3]2[CH:8]=[CH:7][CH:6]=[CH:5][C:4]=2[CH3:9])=[C:2]([Sn:14]([CH2:10][CH2:11][CH2:12][CH3:13])([CH2:18][CH2:19][CH2:20][CH3:21])[CH2:22][CH2:23][CH2:24][CH3:25])[N:35]=[N:34]1)[C:27]1[CH:32]=[CH:31][CH:30]=[CH:29][CH:28]=1. Reported procedure: 2-Ethynyl toluene (456 μL, 3.62 mmol) was added to 1,1,1-tributyl-N,N-dimethylstannanamine (1.21 g, 3.62 mmol), and the mixture was stirred in a sealed vial at 70° C. for 3 hours. The mixture was cooled to ambient temperature, and the vial was stirred unsealed for 10 minutes. Benzyl azide (678 μL, 5.42 mmol) was added, and the vial was resealed and heated to 130° C. overnight. The mixture was purified by silica gel chromatography eluting with a gradient of 5-45% ethyl acetate in hexanes to affor... The product is COc1ccccc1COCCCOc1ccc(C2CCNCC2OCc2ccc3c(c2)N(CCCNC(C)=O)CCC3)cc1. Starting materials: [Br-], [Br-], COc1ccccc1COCCCOc1ccc(C2CCN(C(=O)OC(C)(C)C)CC2OCc2ccc3c(c2)N(CCCNC(C)=O)CCC3)cc1, [Zn+2]. As a reaction SMILES: [Br-:53].[Br-:55].[C:1]([O:2][C:3](=[O:4])[N:8]1[CH2:9][CH:10]([O:34][CH2:35][c:36]2[cH:37][cH:38][c:39]3[c:44]([cH:45]2)[N:43]([CH2:46][CH2:47][CH2:48][NH:49][C:50]([CH3:51])=[O:52])[CH2:42][CH2:41][CH2:40]3)[CH:11]([c:14]2[cH:15][cH:16][c:17]([O:20][CH2:21][CH2:22][CH2:23][O:24][CH2:25][c:26]3[c:27]([O:32][CH3:33])[cH:28][cH:29][cH:30][cH:31]3)[cH:18][cH:19]2)[CH2:12][CH2:13]1)([CH3:5])([CH3:6])[CH3:7].[Zn+2:54]>>[NH:8]1[CH2:9][CH:10]([O:34][CH2:35][c:36]2[cH:37][cH:38][c:39]3[c:44]([cH:45]2)[N:43]([CH2:46][CH2:47][CH2:48][NH:49][C:50]([CH3:51])=[O:52])[CH2:42][CH2:41][CH2:40]3)[CH:11]([c:14]2[cH:15][cH:16][c:17]([O:20][CH2:21][CH2:22][CH2:23][O:24][CH2:25][c:26]3[c:27]([O:32][CH3:33])[cH:28][cH:29][cH:30][cH:31]3)[cH:18][cH:19]2)[CH2:12][CH2:13]1.